This data is from the Open Reaction Database (ORD), a public repository of structured organic reaction records. The task is: describe an organic reaction: reactants, conditions, products, and yield Reactants: ClC1=NC=C(C(=N1)Cl)I (2,4-dichloro-5-iodopyrimidine), C(#C)[Si](C)(C)C (ethynyltrimethylsilane). Reagents/catalysts: Cl[Pd]([P](C1=CC=CC=C1)(C2=CC=CC=C2)C3=CC=CC=C3)([P](C4=CC=CC=C4)(C5=CC=CC=C5)C6=CC=CC=C6)Cl (Pd(PPh3)2Cl2), [Cu]I (CuI). The solvent is C1CCOC1 (THF). Reaction conditions: temperature 35 celsius, time 4 hour. The product is ClC1=NC=C(C(=N1)Cl)C#C[Si](C)(C)C (2,4-dichloro-5-((trimethylsilyl)ethynyl)pyrimidine). Isolated yield 55.9%. Reaction SMILES: [Cl:1][C:2]1[N:7]=[C:6]([Cl:8])[C:5](I)=[CH:4][N:3]=1.[C:10]([Si:12]([CH3:15])([CH3:14])[CH3:13])#[CH:11]>C1COCC1.Cl[Pd](Cl)([P](C1C=CC=CC=1)(C1C=CC=CC=1)C1C=CC=CC=1)[P](C1C=CC=CC=1)(C1C=CC=CC=1)C1C=CC=CC=1.[Cu]I>[Cl:1][C:2]1[N:7]=[C:6]([Cl:8])[C:5]([C:11]#[C:10][Si:12]([CH3:15])([CH3:14])[CH3:13])=[CH:4][N:3]=1 |^1:23,42|. Reported procedure: Under nitrogen atmosphere, a mixture of 2,4-dichloro-5-iodopyrimidine (2.0 g, 7.3 mmol, 1.0 eq), Pd(PPh3)2Cl2 (256 mg, 0.37 mmol, 0.05 eq), CuI (139 mg, 0.73 mmol, 0.1 eq) Et3N (2.2 g, 21.9 mmol, 3.0 eq) and ethynyltrimethylsilane (1.4 g, 14.6 mmol, 1.2 eq) in THF (20 ml) was stirred at 35° C. for 4 h. The mixture was filtered and concentrated. The residue was purified by silica gel column chromatography (PE/EtOAc=200:1) to give compound 2,4-dichloro-5-((trimethylsilyl)ethynyl)pyrimidine (1.0 g,... Reactants: CC(C#N)(C)C1=CC(=CC=C1)Br (2-Methyl-2-[3-bromophenyl]propionitrile), S(O)(O)(=O)=O (sulfuric acid), C(C)(=O)O (acetic acid). Solvent: O (water), O (water). Product: COC(C(C)(C1=CC(=CC=C1)Br)C)=O (2-Methyl-2-[3-bromophenyl]propionic Acid Methyl Ester). Yield: 36.0%. RXN SMILES: [CH3:1][C:2]([C:6]1[CH:11]=[CH:10][CH:9]=[C:8]([Br:12])[CH:7]=1)([CH3:5])[C:3]#N.[C:13](O)(=[O:15])C.S(=O)(=O)(O)[OH:18]>O>[CH3:13][O:15][C:3](=[O:18])[C:2]([CH3:5])([C:6]1[CH:11]=[CH:10][CH:9]=[C:8]([Br:12])[CH:7]=1)[CH3:1]. Procedure details: 2-Methyl-2-[3-bromophenyl]propionitrile (0.56 g, 2.5 mmol) was refluxed in sulfuric acid (2 ml), water (3 ml) and acetic acid (2.5 ml) overnight. The reaction mixture was poured in water, then extracted with Et2O. The combined organic extracts were dried with magnesium sulfate, filtered, concentrated, and chromatographed (silica gel, 10% EtOAc, 1% HOAc) to give the title compound as a white solid (0.2 g, 36%), which was converted to the methyl ester with diazo methane in Et2O and was used in the... The reactants are C(C1=CC=CC=C1)OC(=O)N1[C@H](CN(CC1)C=1SC(=C(N1)C)C(=O)OC(C)(C)C)C(NCC1=CC=C(C=C1)CCC)=O ((R)-4-(5-tert-butoxycarbonyl-4-methyl-thiazol-2-yl)-2-(4-propyl-benzylcarbamoyl)-piperazine-1-carboxylic acid benzyl ester). The reagents and catalysts are [C].[Pd] (palladium carbon). The solvent is CO (methanol). Run at time 4 hour. The product is C(C)(C)(C)OC(=O)C1=C(N=C(S1)N1C[C@@H](NCC1)C(NCC1=CC=C(C=C1)CCC)=O)C (4-methyl-2-[(R)-3-(4-propyl-benzylcarbamoyl)-piperazin-1-yl]-thiazole-5-carboxylic acid tert-butyl ester). Isolated yield 88.9%. RXN SMILES: C(OC([N:11]1[CH2:16][CH2:15][N:14]([C:17]2[S:18][C:19]([C:23]([O:25][C:26]([CH3:29])([CH3:28])[CH3:27])=[O:24])=[C:20]([CH3:22])[N:21]=2)[CH2:13][C@@H:12]1[C:30](=[O:42])[NH:31][CH2:32][C:33]1[CH:38]=[CH:37][C:36]([CH2:39][CH2:40][CH3:41])=[CH:35][CH:34]=1)=O)C1C=CC=CC=1>CO.[C].[Pd]>[C:26]([O:25][C:23]([C:19]1[S:18][C:17]([N:14]2[CH2:15][CH2:16][NH:11][C@@H:12]([C:30](=[O:42])[NH:31][CH2:32][C:33]3[CH:34]=[CH:35][C:36]([CH2:39][CH2:40][CH3:41])=[CH:37][CH:38]=3)[CH2:13]2)=[N:21][C:20]=1[CH3:22])=[O:24])([CH3:28])([CH3:29])[CH3:27] |f:2.3|. Procedure details: A mixture of the compound (1.00 g) obtained in Step 5 and 7.5% palladium carbon (1.0 g) in methanol (15 ml) was stirred under a hydrogen atmosphere (5 atm) at room temperature for 4 hr. The reaction mixture was filtered through celite, and concentrated under reduced pressure. 10% Palladium carbon (500 mg) and methanol (15 ml) were added again to the residue, and the mixture was stirred under a hydrogen atmosphere (5 atm) at room temperature for 6 hr. The reaction mixture was filtered through cel...